From a dataset of the Open Reaction Database (ORD), a public repository of structured organic reaction records. describe an organic reaction: reactants, conditions, products, and yield Starting materials: Cl (hydrochloric acid), C(#N)CC(=O)OC (methyl cyanoacetate), [H-].[Na+] (sodium hydride), C(C=CC1=CC=CC=C1)(=O)OC (methyl cinnamate). Solvent: C1(=CC=CC=C1)C (toluene), CO (methanol). Reaction conditions: time 30 minute. The product is C(#N)C(C(=O)OC)C(CC(=O)OC)C1=CC=CC=C1 (dimethyl 2-cyano-3-phenylpentanedioate). Reaction SMILES: [C:1]([CH2:3][C:4]([O:6][CH3:7])=[O:5])#[N:2].[H-].[Na+].[C:10]([O:20][CH3:21])(=[O:19])[CH:11]=[CH:12][C:13]1[CH:18]=[CH:17][CH:16]=[CH:15][CH:14]=1.Cl>C1(C)C=CC=CC=1.CO>[C:1]([CH:3]([CH:12]([C:13]1[CH:18]=[CH:17][CH:16]=[CH:15][CH:14]=1)[CH2:11][C:10]([O:20][CH3:21])=[O:19])[C:4]([O:6][CH3:7])=[O:5])#[N:2] |f:1.2|. Procedure details: To a mixed solution of 5 g of methyl cyanoacetate, 20 mL of methanol, and 20 mL of toluene was added 1.61 g of sodium hydride (55% oil-dispersion) under ice-cooling. After stirring at room temperature for 30 minutes, to the reaction mixture was added 3.24 mL of methyl cinnamate, followed by stirring at 66° C. for 15 hours. The reaction mixture was cooled to room temperature, and 1 M hydrochloric acid was then added thereto to adjust the pH of the solution to about 7. After extraction with ethyl ... Starting materials: C, O=C(c1ccccc1)c1ccc(C(=O)O)c(Nc2ccc(F)cc2)c1, CO, CCOC(C)=O, [Pd]. Yields the product O=C(O)c1ccc(Cc2ccccc2)cc1Nc1ccc(F)cc1. RXN SMILES: [C:28].[C:3]([c:4]1[cH:5][cH:6][cH:7][cH:8][cH:9]1)(=[O:10])[c:11]1[cH:12][c:13]([NH:20][c:21]2[cH:22][cH:23][c:24]([F:27])[cH:25][cH:26]2)[c:14]([C:15](=[O:16])[OH:17])[cH:18][cH:19]1.[CH3:1][OH:2].[CH3:30][CH2:31][O:32][C:33](=[O:34])[CH3:35].[Pd:29]>>[CH2:3]([c:4]1[cH:5][cH:6][cH:7][cH:8][cH:9]1)[c:11]1[cH:12][c:13]([NH:20][c:21]2[cH:22][cH:23][c:24]([F:27])[cH:25][cH:26]2)[c:14]([C:15](=[O:16])[OH:17])[cH:18][cH:19]1. The product is COCCCN1CCOc2ccc(COC3CN(C(=O)OCc4ccccc4)CCC3c3ccc(C(=O)N4CCC(Oc5ccccc5)C4)cc3)cc21. Starting materials: COCCCN1CCOc2ccc(COC3CN(C(=O)OCc4ccccc4)CCC3c3ccc(C(=O)O)cc3)cc21, c1ccc(OC2CCNC2)cc1. As a reaction SMILES: [C:1](=[O:2])([OH:3])[c:4]1[cH:5][cH:6][c:7]([CH:10]2[CH:11]([O:26][CH2:27][c:28]3[cH:29][cH:30][c:31]4[c:32]([cH:42]3)[N:33]([CH2:37][CH2:38][CH2:39][O:40][CH3:41])[CH2:34][CH2:35][O:36]4)[CH2:12][N:13]([C:16](=[O:17])[O:18][CH2:19][c:20]3[cH:21][cH:22][cH:23][cH:24][cH:25]3)[CH2:14][CH2:15]2)[cH:8][cH:9]1.[O:43]([c:44]1[cH:45][cH:46][cH:47][cH:48][cH:49]1)[CH:50]1[CH2:51][NH:52][CH2:53][CH2:54]1>>[C:1](=[O:2])([c:4]1[cH:5][cH:6][c:7]([CH:10]2[CH:11]([O:26][CH2:27][c:28]3[cH:29][cH:30][c:31]4[c:32]([cH:42]3)[N:33]([CH2:37][CH2:38][CH2:39][O:40][CH3:41])[CH2:34][CH2:35][O:36]4)[CH2:12][N:13]([C:16](=[O:17])[O:18][CH2:19][c:20]3[cH:21][cH:22][cH:23][cH:24][cH:25]3)[CH2:14][CH2:15]2)[cH:8][cH:9]1)[N:52]1[CH2:51][CH:50]([O:43][c:44]2[cH:45][cH:46][cH:47][cH:48][cH:49]2)[CH2:54][CH2:53]1. Reactants: C(CCC)[Sn](CCCC)(CCCC)Cl (tri-n-butylstannyl chloride), C(#N)C=1N=CN2C1SC=C2 (7-cyanoimidazo[5,1-b]thiazole), solution, C[Si](C)(C)[N-][Si](C)(C)C.[Li+] (lithium bistrimethylsilylamide). The solvent is C1CCOC1 (THF), C1CCOC1 (THF), [Cl-].[NH4+] (ammonium chloride). Conditions: time 1 hour. Yields the product C(#N)C=1N=CN2C1SC(=C2)[Sn](CCCC)(CCCC)CCCC (7-cyano-2-(tri-n-butylstannyl)imidazo[5,1-b]thiazole). As a reaction SMILES: [C:1]([C:3]1[N:4]=[CH:5][N:6]2[CH:10]=[CH:9][S:8][C:7]=12)#[N:2].C[Si]([N-][Si](C)(C)C)(C)C.[Li+].[CH2:21]([Sn:25](Cl)([CH2:30][CH2:31][CH2:32][CH3:33])[CH2:26][CH2:27][CH2:28][CH3:29])[CH2:22][CH2:23][CH3:24]>C1COCC1.[Cl-].[NH4+]>[C:1]([C:3]1[N:4]=[CH:5][N:6]2[CH:10]=[C:9]([Sn:25]([CH2:26][CH2:27][CH2:28][CH3:29])([CH2:30][CH2:31][CH2:32][CH3:33])[CH2:21][CH2:22][CH2:23][CH3:24])[S:8][C:7]=12)#[N:2] |f:1.2,5.6|. Reported procedure: A solution of 903 mg of 7-cyanoimidazo[5,1-b]thiazole in 35 ml of THF was cooled to −78° C. under the atmosphere of argon, and 6.36 ml of a 1.0 N solution of lithium bistrimethylsilylamide in THF was added dropwise at an internal temperature of −70-−65° C. After the reaction mixture was stirred at the same temperature for 1 hour, 1.81 ml of tri-n-butylstannyl chloride was added, and the mixture was stirred at the same temperature for 1 hour. The reaction mixture was diluted with 100 ml of a semi... The reactants are CCOC(Cc1ccc(OCc2nc(C(C)(C)C)oc2C)cc1Cl)C(=O)OC, [Li+], [OH-]. The product is CCOC(Cc1ccc(OCc2nc(C(C)(C)C)oc2C)cc1Cl)C(=O)O. As a reaction SMILES: [CH3:1][O:2][C:3]([CH:4]([CH2:5][c:6]1[c:7]([Cl:24])[cH:8][c:9]([O:12][CH2:13][c:14]2[n:15][c:16]([C:20]([CH3:21])([CH3:22])[CH3:23])[o:17][c:18]2[CH3:19])[cH:10][cH:11]1)[O:25][CH2:26][CH3:27])=[O:28].[Li+:30].[OH-:29]>>[O:2]=[C:3]([CH:4]([CH2:5][c:6]1[c:7]([Cl:24])[cH:8][c:9]([O:12][CH2:13][c:14]2[n:15][c:16]([C:20]([CH3:21])([CH3:22])[CH3:23])[o:17][c:18]2[CH3:19])[cH:10][cH:11]1)[O:25][CH2:26][CH3:27])[OH:28]. The reactants are Cc1ccc([Mg]Br)cc1 (effective_coupling_partner), c2(OC)ccc1cc(CCCCOC)ccc1c2 (substrate). Reagents/catalysts: ItBu. Reaction conditions: temperature 60 celsius, time 24 hour. The product is Cc3ccc(c2ccc1cc(CCCCOC)ccc1c2)cc3. Starting materials: C(#N)C=1C=C(C=O)C(=CC1)OCC1=CC=C(C=C1)OC (3-cyano-6-((4-methoxybenzyl)oxy)benzaldehyde), C1(=CC=CC=C1)P(C1=CC=CC=C1)(C1=CC=CC=C1)=CC=O ((triphenylphosphoranylidene)acetaldehyde). The solvent is C(Cl)Cl (CH2Cl2). Product: C(#N)C=1C=C(C(=CC1)OCC1=CC=C(C=C1)OC)C=CC=O (3-cyano-6-((4-methoxybenzyl)oxy)-1-(2-formylethenyl)benzene). Isolated yield 91.1%. Reaction SMILES: [C:1]([C:3]1[CH:4]=[C:5]([C:8]([O:11][CH2:12][C:13]2[CH:18]=[CH:17][C:16]([O:19][CH3:20])=[CH:15][CH:14]=2)=[CH:9][CH:10]=1)[CH:6]=O)#[N:2].C1(P(=[CH:40][CH:41]=[O:42])(C2C=CC=CC=2)C2C=CC=CC=2)C=CC=CC=1>C(Cl)Cl>[C:1]([C:3]1[CH:4]=[C:5]([CH:6]=[CH:40][CH:41]=[O:42])[C:8]([O:11][CH2:12][C:13]2[CH:18]=[CH:17][C:16]([O:19][CH3:20])=[CH:15][CH:14]=2)=[CH:9][CH:10]=1)#[N:2]. Procedure details: A mixture of 3-cyano-6-((4-methoxybenzyl)oxy)benzaldehyde (2.8 g) and (triphenylphosphoranylidene)acetaldehyde (3.5 g) in 40 mL CH2Cl2 was stirred at reflux for 16 hours. The solution was cooled to ambient temperature, concentrated and purified on silica gel column (ethyl acetate/hexane/CH2Cl2, 1:8:3) to give 3-cyano-6-((4-methoxybenzyl)oxy)-1-(2-formylethenyl)benzene (2.8 g) as a yellow solid. The reactants are ClC1=CC2=C(NC(C3=C(N2C)CSC3)=O)C=C1Cl (6,7-dichloro-1,3,4,9-tetrahydro-4-methyl-10H-thieno[3,4-b][1,5]benzodiazepin-10-one), N1=CC=CC=C1 (pyridine), ClN1C(CCC1=O)=O (N-chlorosuccinimide). The solvent is O (water). Product: ClC1=CC2=C(NC(C=3C(N2C)=CSC3)=O)C=C1Cl (6,7-Dichloro-4,9-dihydro-4-methyl-10H-thieno[3,4-b][1,5]benzodiazepin-10-one). Reaction SMILES: [Cl:1][C:2]1[C:17]([Cl:18])=[CH:16][C:5]2[NH:6][C:7](=[O:15])[C:8]3[CH2:14][S:13][CH2:12][C:9]=3[N:10]([CH3:11])[C:4]=2[CH:3]=1.N1C=CC=CC=1.ClN1C(=O)CCC1=O>O>[Cl:1][C:2]1[C:17]([Cl:18])=[CH:16][C:5]2[NH:6][C:7](=[O:15])[C:8]3[C:9](=[CH:12][S:13][CH:14]=3)[N:10]([CH3:11])[C:4]=2[CH:3]=1. Reported procedure: To a suspension of 0.40 g. of 6,7-dichloro-1,3,4,9-tetrahydro-4-methyl-10H-thieno[3,4-b][1,5]benzodiazepin-10-one in 2.7 ml. of dry pyridine is added, in portions. a total of 0.18 g. of N-chlorosuccinimide. The resulting solution is heated on a steam bath for 15 minutes, cooled and diluted with water. The solid which separates is collected and recrystallized from methanol-water to give off-white crystals, m.p. 270°-272° C. (dec.). Starting materials: [N+](=O)([O-])C=1C=C(C=CC1)C(C)=O (m-Nitroacetophenone), O (water), [OH-].[K+] (potassium hydroxide). The reagents and catalysts are [Pd] (palladium on carbon). Solvent: P(O)(O)(O)=O (phosphoric acid). The product is NC=1C=C(C(C)O)C=CC1 (m-Amino-α-methylbenzyl alcohol). The yield is 86.0%. RXN SMILES: [N+:1]([C:4]1[CH:5]=[C:6]([C:10](=[O:12])[CH3:11])[CH:7]=[CH:8][CH:9]=1)([O-])=O.O.[OH-].[K+]>[Pd].P(=O)(O)(O)O>[NH2:1][C:4]1[CH:5]=[C:6]([CH:7]=[CH:8][CH:9]=1)[CH:10]([OH:12])[CH3:11] |f:2.3|. Reported procedure: m-Nitroacetophenone (82.3 g., 0.50 mole), water containing 0.85 mole of phosphoric acid (300 ml.), and 5% palladium on carbon (1.5 g.) were charged and hydrogenated as in Example II. The resulting hydrogenate was neutralized with 45% potassium hydroxide (1.70 mole) and stirred in a cooling bath until precipitation of solids was complete. m-Amino-α-methylbenzyl alcohol was obtained in 86% yield and contained 97.8% pure product with 2.2% m-ethylaniline.